This data is from the Open Reaction Database (ORD), a public repository of structured organic reaction records. The task is: describe an organic reaction: reactants, conditions, products, and yield Reactants: ClC1=C(C=CC=C1Cl)S (2,3-Dichlorothiophenol), C(C=C)(=O)O (acrylic acid), Na2Cl3. Conditions: temperature 50 celsius, time 3 hour. Product: ClC1=C(C=CC=C1Cl)SCCC(=O)O (3-(2,3-dichlorophenylthio)propanoic acid). Yield: 55.2%. As a reaction SMILES: [Cl:1][C:2]1[C:7]([Cl:8])=[CH:6][CH:5]=[CH:4][C:3]=1[SH:9].[C:10]([OH:14])(=[O:13])[CH:11]=[CH2:12]>>[Cl:1][C:2]1[C:7]([Cl:8])=[CH:6][CH:5]=[CH:4][C:3]=1[S:9][CH2:12][CH2:11][C:10]([OH:14])=[O:13]. Procedure: 2,3-Dichlorothiophenol (4.94 g, 28 mmol) was placed in a flask with acrylic acid (2.11 g, 29 mmol) and stirred at 50° C. for 3 hours. The reaction mixture was poured into 10% Na2Cl3 and extracted with ether. The aqueous layer was acidified with concentrated hydrochloric acid, extracted with ether, washed with brine, dried over MgSO4, and concentrated in vacuo to give the 3-(2,3-dichlorophenylthio)propanoic acid (3.88 g), contaminated with some acrylic acid, as a clear oil which was used without ... Starting materials: Cl.O=C1N(C=CC(=C1)CN1C=NC=C1CC1=CC=C(C#N)C=C1)C1=CC=CC=C1 (4-[3-(2-oxo-1-phenyl-1,2-dihydropyridin-4-ylmethyl)-3H-imidazol-4-ylmethyl]benzonitrile, hydrochloride), BrC1=NC=CC=C1C (2-bromo-3-mehtylpyridine), IC1=CC=CC=C1 (iodobenzene). Product: CC=1C(=NC=CC1)N1C(C=C(C=C1)CN1C=NC=C1CC1=CC=C(C#N)C=C1)=O (4-[3-(3 '-Methyl-2-oxo-2H-[1,2']bipyridinyl-4-ylmethyl)-3H-imidazol-4-ylmethyl]-benzonitrile). Reaction SMILES: Cl.[O:2]=[C:3]1[CH:8]=[C:7]([CH2:9][N:10]2[C:14]([CH2:15][C:16]3[CH:23]=[CH:22][C:19]([C:20]#[N:21])=[CH:18][CH:17]=3)=[CH:13][N:12]=[CH:11]2)[CH:6]=[CH:5][N:4]1C1C=CC=CC=1.Br[C:31]1[C:36]([CH3:37])=[CH:35][CH:34]=[CH:33][N:32]=1.IC1C=CC=CC=1>>[CH3:37][C:36]1[C:31]([N:4]2[CH:5]=[CH:6][C:7]([CH2:9][N:10]3[C:14]([CH2:15][C:16]4[CH:17]=[CH:18][C:19]([C:20]#[N:21])=[CH:22][CH:23]=4)=[CH:13][N:12]=[CH:11]3)=[CH:8][C:3]2=[O:2])=[N:32][CH:33]=[CH:34][CH:35]=1 |f:0.1|. Reported procedure: 4-[3-(3 '-Methyl-2-oxo-2H-[1,2']bipyridinyl-4-ylmethyl)-3H-imidazol-4-ylmethyl]-benzonitrile was prepared in a manner substantially similar to the procedure described above for 4-[3-(2-oxo-1-phenyl-1,2-dihydropyridin-4-ylmethyl)-3H-imidazol-4-ylmethyl]benzonitrile, hydrochloride, but substituting 2-bromo-3-mehtylpyridine for the iodobenzene in Step 3. Starting materials: C(C)[C@]12[C@H](CC[C@H]2[C@H]2[C@H](CC1)[C@H]1CCC(C=C1CC2)=O)O (13β-ethyl-17β-hydroxy-gon-4-en-3-one), C(CC(C)C)(=O)Cl (isovaleroyl chloride). Solvent: N1=CC=CC=C1 (pyridine). Yields the product C(C)[C@]12[C@H](CC[C@H]2[C@H]2[C@H](CC1)[C@H]1CCC(C=C1CC2)=O)OC(CC(C)C)=O (13β-Ethyl-17β-isovaleroyloxy-gon-4-en-3-one). As a reaction SMILES: [CH2:1]([C@:3]12[CH2:11][CH2:10][C@@H:9]3[C@@H:12]4[C:17]([CH2:18][CH2:19][C@H:8]3[C@@H:7]1[CH2:6][CH2:5][C@@H:4]2[OH:21])=[CH:16][C:15](=[O:20])[CH2:14][CH2:13]4)[CH3:2].[C:22](Cl)(=[O:27])[CH2:23][CH:24]([CH3:26])[CH3:25]>N1C=CC=CC=1>[CH2:1]([C@:3]12[CH2:11][CH2:10][C@@H:9]3[C@@H:12]4[C:17]([CH2:18][CH2:19][C@H:8]3[C@@H:7]1[CH2:6][CH2:5][C@@H:4]2[O:21][C:22](=[O:27])[CH2:23][CH:24]([CH3:26])[CH3:25])=[CH:16][C:15](=[O:20])[CH2:14][CH2:13]4)[CH3:2]. Procedure details: Keep 13β-ethyl-17β-hydroxy-gon-4-en-3-one (6 g.) with isovaleroyl chloride (7.2 g.) in pyridine at room temperature for 20 hours. Add aqueous sodium bicarbonate and extract the product with ether. Wash, dry and evaporate the extracts and purify the residue by chromatography upon neutral alumina. Distill at 200°-230°/.01 mm. and crystallize from hexane to obtain the title compound, m.p. 82°- 89°; ultraviolet absorption peak at 240 mμ (ε15,650); infrared absorption peaks at 5.76, 5.99, 6.18 μ. Reactants: CCOc1ccc(C=O)cc1, ONC1CCCCC1, Cc1ccc(S(=O)(=O)O)cc1, c1ccccc1. Product: CCOc1ccc(C=[N+]([O-])C2CCCCC2)cc1. As a reaction SMILES: [CH2:1]([CH3:2])[O:3][c:4]1[cH:5][cH:6][c:7]([CH:8]=[O:9])[cH:10][cH:11]1.[CH:12]1([NH:18][OH:19])[CH2:13][CH2:14][CH2:15][CH2:16][CH2:17]1.[c:20]1([CH3:21])[cH:22][cH:23][c:24]([S:25]([OH:26])(=[O:27])=[O:28])[cH:29][cH:30]1.[cH:31]1[cH:32][cH:33][cH:34][cH:35][cH:36]1>>[CH2:1]([CH3:2])[O:3][c:4]1[cH:5][cH:6][c:7]([CH:8]=[N+:18]([CH:12]2[CH2:13][CH2:14][CH2:15][CH2:16][CH2:17]2)[O-:19])[cH:10][cH:11]1. Starting materials: C1(=CC=CC=C1)P(C1=CC=CC=C1)C1=CC=CC=C1 (triphenylphosphine), BrN1C(CCC1=O)=O (N-bromosuccinimide), C1(CCCC1)/C=C(/C(=O)O)\C1=CC(=C(C=C1)S(=O)(=O)C1CC1)C1CC1 ((2E)-3-cyclopentyl-2-[3-cyclopropyl-4-(cyclopropylsulfonyl)phenyl]acrylic acid), CC1(OC[C@@H](O1)CN1N=C(C=C1)N)C (1-{[(4S)-2,2-dimethyl-1,3-dioxolan-4-yl]methyl}-1H-pyrazol-3-amine). Solvent: ClCCl (dichloromethane), ClCCl (dichloromethane), O (Water), ClCCl (dichloromethane), N1=CC=CC=C1 (pyridine). Conditions: time 15 minute. The product is C1(CCCC1)/C=C(/C(=O)NC1=NN(C=C1)C[C@@H](CO)O)\C1=CC(=C(C=C1)S(=O)(=O)C1CC1)C1CC1 ((2E)-3-cyclopentyl-2-[3-cyclopropyl-4-(cyclopropylsulfonyl)phenyl]-N-{1-[(2S)-2,3-dihydroxypropyl]-1H-pyrazol-3-yl}acrylamide). The yield is 71.1%. Reaction SMILES: C1(P(C2C=CC=CC=2)C2C=CC=CC=2)C=CC=CC=1.BrN1C(=O)CCC1=O.[CH:28]1(/[CH:33]=[C:34](\[C:38]2[CH:43]=[CH:42][C:41]([S:44]([CH:47]3[CH2:49][CH2:48]3)(=[O:46])=[O:45])=[C:40]([CH:50]3[CH2:52][CH2:51]3)[CH:39]=2)/[C:35](O)=[O:36])[CH2:32][CH2:31][CH2:30][CH2:29]1.CC1(C)[O:58][C@@H:57]([CH2:59][N:60]2[CH:64]=[CH:63][C:62]([NH2:65])=[N:61]2)[CH2:56][O:55]1>ClCCl.N1C=CC=CC=1.O>[CH:28]1(/[CH:33]=[C:34](\[C:38]2[CH:43]=[CH:42][C:41]([S:44]([CH:47]3[CH2:48][CH2:49]3)(=[O:46])=[O:45])=[C:40]([CH:50]3[CH2:51][CH2:52]3)[CH:39]=2)/[C:35]([NH:65][C:62]2[CH:63]=[CH:64][N:60]([CH2:59][C@H:57]([OH:58])[CH2:56][OH:55])[N:61]=2)=[O:36])[CH2:29][CH2:30][CH2:31][CH2:32]1. Procedure: To a solution of triphenylphosphine (320 mg) in dichloromethane (10 mL) was added N-bromosuccinimide (217 mg) under ice-cooling, followed by stirring for 15 minutes under ice-cooling. A solution of (2E)-3-cyclopentyl-2-[3-cyclopropyl-4-(cyclopropylsulfonyl)phenyl]acrylic acid (200 mg) in dichloromethane (10 mL) was added thereto under ice-cooling, followed by stirring at room temperature for 0.5 hour. A solution of 1-{[(4S)-2,2-dimethyl-1,3-dioxolan-4-yl]methyl}-1H-pyrazol-3-amine (142 mg) in di... Starting materials: [F-].[K+] (potassium fluoride), CC(CC1C(C1C(=O)OC)(C)C)(C(F)(F)F)O[Si](C)(C)C (methyl 3-(2-methyl-2-trimethylsilyloxy-3,3,3-trifluoro-propyl)-2,2-dimethyl-cyclopropane carboxylate), aqueous solution, OP(=O)(O)[O-].[K+] (potassium acid phosphate). Solvent: CO (methanol). Run at time 3 hour. The product is CC(CC1C(C1C(=O)OC)(C)C)(C(F)(F)F)O (methyl 3-(2-methyl-2-hydroxy-3,3,3-trifluoropropyl)2,2-dimethyl-cyclopropane carboxylate). RXN SMILES: [F-].[K+].[CH3:3][C:4]([O:19][Si](C)(C)C)([C:15]([F:18])([F:17])[F:16])[CH2:5][CH:6]1[CH:8]([C:9]([O:11][CH3:12])=[O:10])[C:7]1([CH3:14])[CH3:13].OP([O-])(O)=O.[K+]>CO>[CH3:3][C:4]([OH:19])([C:15]([F:18])([F:17])[F:16])[CH2:5][CH:6]1[CH:8]([C:9]([O:11][CH3:12])=[O:10])[C:7]1([CH3:13])[CH3:14] |f:0.1,3.4|. Procedure details: 444 mg of potassium fluoride were added at ambient temperature to 500 mg of the product of Stage B in 5 ml of methanol. The reaction mixture was stirred for 3 hours, poured into 25 ml of an aqueous solution of potassium acid phosphate. Extraction was carried out with ethyl ether and the extracts were dried and the solvent was evaporated to obtain 360 mg of the expected product. The reactants are C(C)OC(=O)C=1N(C=C(C1)F)CC(=O)C1=CC=C(C=C1)Br (1-[2-(4-bromo-phenyl)-2-oxo-ethyl]-4-fluoro-1H-pyrrole-2-carboxylic acid ethyl ester), C(C)(=O)[O-].[NH4+] (ammonium acetate), O (water). Run in C(C)(=O)O (acetic acid). Reaction conditions: temperature 110 celsius, time 18 hour. Yields the product BrC1=CC=C(C=C1)C=1NC(C=2N(C1)C=C(C2)F)=O (3-(4-bromo-phenyl)-7-fluoro-2H-pyrrolo[1,2-a]pyrazin-1-one). Reaction SMILES: C([O:3][C:4]([C:6]1[N:7]([CH2:12][C:13]([C:15]2[CH:20]=[CH:19][C:18]([Br:21])=[CH:17][CH:16]=2)=O)[CH:8]=[C:9]([F:11])[CH:10]=1)=O)C.C([O-])(=O)C.[NH4+:26].O>C(O)(=O)C>[Br:21][C:18]1[CH:19]=[CH:20][C:15]([C:13]2[NH:26][C:4](=[O:3])[C:6]3[N:7]([CH:8]=[C:9]([F:11])[CH:10]=3)[CH:12]=2)=[CH:16][CH:17]=1 |f:1.2|. Procedure: A suspension of 27.4 g (77.3 mmol) 1-[2-(4-bromo-phenyl)-2-oxo-ethyl]-4-fluoro-1H-pyrrole-2-carboxylic acid ethyl ester and 140 g (1.82 mol) ammonium acetate in 150 ml acetic acid is heated to 110° C. and the resulting solution is stirred for 18 hours at 110° C. The reaction mixture is allowed to cool to room temperature and added to 1.5 I water under stirring. The resulting precipitate is filtered off, washed with water and dried under vacuum. It is taken up in isopropyl acetate, heated to refl... Reactants: O=C([O-])[O-], Cc1ccc2c(n1)Oc1ccc(C(C)C(=O)O)cc1C2, CN(C)C(=O)CCl, CN(C)C=O, [K+], [K+], O. The product is Cc1ccc2c(n1)Oc1ccc(C(C)C(=O)OCC(=O)N(C)C)cc1C2. RXN SMILES: [C:21](=[O:22])([O-:23])[O-:24].[CH3:1][CH:2]([C:3](=[O:4])[OH:5])[c:6]1[cH:7][cH:8][c:9]2[c:10]([cH:20]1)[CH2:11][c:12]1[c:13]([n:14][c:15]([CH3:18])[cH:16][cH:17]1)[O:19]2.[CH3:27][N:28]([C:29]([CH2:30][Cl:31])=[O:32])[CH3:33].[CH3:35][N:36]([CH3:37])[CH:38]=[O:39].[K+:25].[K+:26].[OH2:34]>>[CH3:1][CH:2]([C:3](=[O:4])[O:5][CH2:30][C:29]([N:28]([CH3:27])[CH3:33])=[O:32])[c:6]1[cH:7][cH:8][c:9]2[c:10]([cH:20]1)[CH2:11][c:12]1[c:13]([n:14][c:15]([CH3:18])[cH:16][cH:17]1)[O:19]2. Starting materials: O1CCN(CC1)CCCN1N=C(C2=CC=CC=C12)NCCCN(CC)CC (1-(3-morpholinopropyl)-3-(3-diethylaminopropylamino)indazole), Cl (hydrogen chloride), C(C)OCC (diethyl ether). The solvent is C(C)O (ethyl alcohol). Yields the product Cl.Cl.O1CCN(CC1)CCCN1N=C(C2=CC=CC=C12)NCCCN(CC)CC (1-(3-morpholinopropyl)-3-(3-diethylaminopropylamino)indazole dihydrochloride). Reaction SMILES: [O:1]1[CH2:6][CH2:5][N:4]([CH2:7][CH2:8][CH2:9][N:10]2[C:18]3[C:13](=[CH:14][CH:15]=[CH:16][CH:17]=3)[C:12]([NH:19][CH2:20][CH2:21][CH2:22][N:23]([CH2:26][CH3:27])[CH2:24][CH3:25])=[N:11]2)[CH2:3][CH2:2]1.[ClH:28].C(OCC)C>C(O)C>[ClH:28].[ClH:28].[O:1]1[CH2:6][CH2:5][N:4]([CH2:7][CH2:8][CH2:9][N:10]2[C:18]3[C:13](=[CH:14][CH:15]=[CH:16][CH:17]=3)[C:12]([NH:19][CH2:20][CH2:21][CH2:22][N:23]([CH2:26][CH3:27])[CH2:24][CH3:25])=[N:11]2)[CH2:3][CH2:2]1 |f:4.5.6|. Procedure: In 50 ml of absolute ethyl alcohol was dissolved 3.0 g of the 1-(3-morpholinopropyl)-3-(3-diethylaminopropylamino)indazole, and into the solution was introduced dried hydrogen chloride gas under cooling with ice. Then to the solution was added anhydrous diethyl ether to separate crystals. The crystals were obtained by filtration and dried to give 1-(3-morpholinopropyl)-3-(3-diethylaminopropylamino)indazole dihydrochloride having the following analytical value. Reactants: CC#N, CCOC(C)=O, O=C(c1cccc(-c2cnc3[nH]nc(I)c3c2)c1)N1CCOCC1, [Na+], [Na+], O=C([O-])[O-], O, OB(O)c1cn[nH]c1. The product is O=C(c1cccc(-c2cnc3[nH]nc(-c4cn[nH]c4)c3c2)c1)N1CCOCC1. RXN SMILES: [CH3:39][C:40]#[N:41].[CH3:43][CH2:44][O:45][C:46](=[O:47])[CH3:48].[I:1][c:2]1[n:3][nH:4][c:5]2[n:6][cH:7][c:8](-[c:11]3[cH:12][c:13]([C:17](=[O:18])[N:19]4[CH2:20][CH2:21][O:22][CH2:23][CH2:24]4)[cH:14][cH:15][cH:16]3)[cH:9][c:10]12.[Na+:33].[Na+:34].[O-:35][C:36](=[O:37])[O-:38].[OH2:42].[nH:25]1[n:26][cH:27][c:28]([B:30]([OH:31])[OH:32])[cH:29]1>>[c:2]1(-[c:28]2[cH:27][nH:26][n:25][cH:29]2)[n:3][nH:4][c:5]2[n:6][cH:7][c:8](-[c:11]3[cH:12][c:13]([C:17](=[O:18])[N:19]4[CH2:20][CH2:21][O:22][CH2:23][CH2:24]4)[cH:14][cH:15][cH:16]3)[cH:9][c:10]12.